This data is from the Open Reaction Database (ORD), a public repository of structured organic reaction records. The task is: describe an organic reaction: reactants, conditions, products, and yield The reactants are CCOC(=O)C (EtOAc), C1=CC=CC=2C3=CC=CC=C3NC12 (9H-carbazole), BrCC1=CC=CC=C1 (1-(Bromomethyl)benzene), [H-].[Na+] (NaH). The solvent is CN(C)C=O (DMF). Conditions: time 16 hour. Product: C(C1=CC=CC=C1)N1C2=CC=CC=C2C=2C=CC=CC12 (9-benzyl-9H-carbazole). Isolated yield 90.3%. As a reaction SMILES: [CH:1]1[C:13]2[NH:12][C:11]3[C:6](=[CH:7][CH:8]=[CH:9][CH:10]=3)[C:5]=2[CH:4]=[CH:3][CH:2]=1.[H-].[Na+].Br[CH2:17][C:18]1[CH:23]=[CH:22][CH:21]=[CH:20][CH:19]=1.CCOC(C)=O>CN(C=O)C>[CH2:17]([N:12]1[C:11]2[CH:10]=[CH:9][CH:8]=[CH:7][C:6]=2[C:5]2[C:13]1=[CH:1][CH:2]=[CH:3][CH:4]=2)[C:18]1[CH:23]=[CH:22][CH:21]=[CH:20][CH:19]=1 |f:1.2|. Reported procedure: A 100-mL round-bottomed flask was charged with a solution of 9H-carbazole (1.67 g, 9.90 mmol, 1.00 equiv, 99%) in DMF (20 mL) followed by addition of NaH (400 mg, 16.50 mmol, 1.00 equiv, 99%) in small portions at 0° C. over 5 minutes. 1-(Bromomethyl)benzene (1.7 g, 9.90 mmol, 1.00 equiv, 99%) was then added drop wise at 0° C. over 5 minutes. The resulting mixture was stirred at room temperature for 16 hours. The progress was monitored by TLC (EtOAc:PE=1:5). Upon completion, the reaction was then... Run in CO (methanol). Product: [C@H]1([C@H](O)[C@H](O)[C@H](O1)CO)N1C(N=C(C=C1)N)=O (1-(α-D-ribofuranosyl)-4-aminopyrimidin-2-one). The reactants are [C@@H]1([C@H](O)[C@H](O)[C@H](O1)CO)N1C(N=C(C=C1)N)=O (1-(β-D-ribofuranosyl)-4-aminopyrimidin-2-one), [OH-].[K+] (potassium hydroxide). Reaction SMILES: [C@@H:1]1([N:10]2[CH:15]=[CH:14][C:13]([NH2:16])=[N:12][C:11]2=[O:17])[O:7][C@H:6]([CH2:8][OH:9])[C@@H:4]([OH:5])[C@H:2]1[OH:3].[OH-].[K+]>CO>[C@H:1]1([N:10]2[CH:15]=[CH:14][C:13]([NH2:16])=[N:12][C:11]2=[O:17])[O:7][C@H:6]([CH2:8][OH:9])[C@@H:4]([OH:5])[C@H:2]1[OH:3] |f:1.2|. Procedure: The process of claim 27 wherein 1-(β-D-ribofuranosyl)-4-aminopyrimidin-2-one is contacted with potassium hydroxide in methanol to form 1-(α-D-ribofuranosyl)-4-aminopyrimidin-2-one The reactants are C(C)(=O)OC(C)=O (Acetic anhydride), ClC=1C=C(C=C(C1)Cl)NC(C(C)(C)N1C(OC(C(C1=O)C1=CC=CC=C1)=NO)=C)=O (N-(3,5-dichlorophenyl)-2-(2,3-dihydro-6-hydroxyiminomethylene-4-oxo-5-phenyl-4H-1,3-oxazin-3-yl)-2-methylpropanamide), ice water. Run in N1=CC=CC=C1 (pyridine). Yields the product ClC=1C=C(C=C(C1)Cl)NC(C(C)(C)N1C(OC(C(C1=O)C1=CC=CC=C1)=NOC(C)=O)=C)=O (N-(3,5-dichlorophenyl)-2-(6-acetoxyiminomethylene-2,3-dihydro-4-oxo-5-phenyl-4H-1,3-oxazin-3-yl)-2-methylpropanamide). RXN SMILES: [C:1](OC(=O)C)(=[O:3])[CH3:2].[Cl:8][C:9]1[CH:10]=[C:11]([NH:16][C:17](=[O:37])[C:18]([N:21]2[C:26](=[O:27])[CH:25]([C:28]3[CH:33]=[CH:32][CH:31]=[CH:30][CH:29]=3)[C:24](=[N:34][OH:35])[O:23][C:22]2=[CH2:36])([CH3:20])[CH3:19])[CH:12]=[C:13]([Cl:15])[CH:14]=1>N1C=CC=CC=1>[Cl:8][C:9]1[CH:10]=[C:11]([NH:16][C:17](=[O:37])[C:18]([N:21]2[C:26](=[O:27])[CH:25]([C:28]3[CH:29]=[CH:30][CH:31]=[CH:32][CH:33]=3)[C:24](=[N:34][O:35][C:1](=[O:3])[CH3:2])[O:23][C:22]2=[CH2:36])([CH3:20])[CH3:19])[CH:12]=[C:13]([Cl:15])[CH:14]=1. Procedure: Acetic anhydride (3 ml) was added to a stirred solution of N-(3,5-dichlorophenyl)-2-(2,3-dihydro-6-hydroxyiminomethylene-4-oxo-5-phenyl-4H-1,3-oxazin-3-yl)-2-methylpropanamide (0.4 g) in pyridine (3 ml) at -5° C. After 1.5 hours the mixture was poured into ice/water and extracted (ethyl acetate). The extract was washed with hydrochloric acid (2M) and with brine, dried (magnesium sulphate) and evaporated. The residue was purified by dry column chromatography on silica gel, eluting with hexane/eth... Starting materials: CCOCC (ether), C(C)(C)(C)OC(=O)N[C@H]1COCCC\C=C/[C@H]2[C@](NC([C@H]3N(C1=O)C[C@@H](C3)OC(=O)N3CC1=CC=CC(=C1C3)F)=O)(C2)C(=O)OCC ((2R,6S,13aS,14aR,16aS,Z)-ethyl 6-(tert-butoxycarbonylamino)-2-(4-fluoroisoindoline-2-carbonyloxy)-5,16-dioxo-2,3,5,6,7,9,10,11,13a,14,14a,15,16,16a-tetradecahydro-1H-cyclopropa(i)pyrrolo[1,2-e][1,5,8]oxadiazacyclopentadecine-14a-carboxylate), [OH-].[Na+] (NaOH). The solvent is O (Water), C1CCOC1 (THF), O (H2O). Run at time 26 hour. The product is C(C)(C)(C)OC(=O)N[C@H]1COCCC\C=C/[C@H]2[C@](NC([C@H]3N(C1=O)C[C@@H](C3)OC(=O)N3CC1=CC=CC(=C1C3)F)=O)(C2)C(=O)O ((2R,6S,13aS,14aR,16aS,Z)-6-(tert-butoxycarbonylamino)-2-(4-fluoroisoindoline-2-carbonyloxy)-5,16-dioxo-2,3,5,6,7,9,10,11,13a,14,14a,15,16,16a-tetradecahydro-1H-cyclopropa(i)pyrrolo[1,2-e][1,5,8]oxadiazacyclopentadecine-14a-carboxylic acid). Isolated yield 82.5%. Reaction SMILES: [C:1]([O:5][C:6]([NH:8][C@@H:9]1[C:23](=[O:24])[N:22]2[CH2:25][C@H:26]([O:28][C:29]([N:31]3[CH2:39][C:38]4[C:33](=[CH:34][CH:35]=[CH:36][C:37]=4[F:40])[CH2:32]3)=[O:30])[CH2:27][C@H:21]2[C:20](=[O:41])[NH:19][C@:18]2([C:43]([O:45]CC)=[O:44])[CH2:42][C@H:17]2[CH:16]=[CH:15][CH2:14][CH2:13][CH2:12][O:11][CH2:10]1)=[O:7])([CH3:4])([CH3:3])[CH3:2].[OH-].[Na+].CCOCC>C1COCC1.O>[C:1]([O:5][C:6]([NH:8][C@@H:9]1[C:23](=[O:24])[N:22]2[CH2:25][C@H:26]([O:28][C:29]([N:31]3[CH2:39][C:38]4[C:33](=[CH:34][CH:35]=[CH:36][C:37]=4[F:40])[CH2:32]3)=[O:30])[CH2:27][C@H:21]2[C:20](=[O:41])[NH:19][C@:18]2([C:43]([OH:45])=[O:44])[CH2:42][C@H:17]2[CH:16]=[CH:15][CH2:14][CH2:13][CH2:12][O:11][CH2:10]1)=[O:7])([CH3:4])([CH3:2])[CH3:3] |f:1.2|. Procedure: (2R,6S,13aS,14aR,16aS,Z)-ethyl 6-(tert-butoxycarbonylamino)-2-(4-fluoroisoindoline-2-carbonyloxy)-5,16-dioxo-2,3,5,6,7,9,10,11,13a,14,14a,15,16,16a-tetradecahydro-1H-cyclopropa(i)pyrrolo[1,2-e][1,5,8]oxadiazacyclopentadecine-14a-carboxylate (0.16 g, 0.25 mmol) in THF (2 mL) was added 0.1 N NaOH solution (6.22 ml, 0.62 mmol) in H2O. The reaction was stirred at rt for 26 hr. Water (5 mL) and ether (15 mL) was added. The aqueous layer was separated and acidified by saturated potassium hydrogen sulf... Starting materials: C(C)OC(CNS(=O)(=O)C1=CC=C(C=C1)C(NO)=N)=O ([4-(N-hydroxycarbamimidoyl)-benzenesulfonylamino]-acetic acid ethyl ester), Cl (HCl), C(C)N(CC)CC1=C(C=C(S1)C(=O)O)C (5-diethylaminomethyl-4-methyl-thiophene-2-carboxylic acid), material. Run in [Li+].[OH-] (LiOH), CO (methanol). Conditions: time 20 hour. The product is C(C)N(CC)CC1=C(C=C(S1)C1=NC(=NO1)C1=CC=C(C=C1)S(=O)(=O)NCC(=O)O)C ({4-[5-(5-Diethylaminomethyl-4-methyl-thiophen-2-yl)-[1,2,4]oxadiazol-3-yl]-benzenesulfonylamino}-acetic acid). Yield: 1.8%. Reaction SMILES: C([O:3][C:4](=[O:20])[CH2:5][NH:6][S:7]([C:10]1[CH:15]=[CH:14][C:13]([C:16](=[NH:19])[NH:17][OH:18])=[CH:12][CH:11]=1)(=[O:9])=[O:8])C.[CH2:21]([N:23]([CH2:26][C:27]1[S:31][C:30]([C:32](O)=O)=[CH:29][C:28]=1[CH3:35])[CH2:24][CH3:25])[CH3:22].Cl>[Li+].[OH-].CO>[CH2:21]([N:23]([CH2:26][C:27]1[S:31][C:30]([C:32]2[O:18][N:17]=[C:16]([C:13]3[CH:12]=[CH:11][C:10]([S:7]([NH:6][CH2:5][C:4]([OH:3])=[O:20])(=[O:8])=[O:9])=[CH:15][CH:14]=3)[N:19]=2)=[CH:29][C:28]=1[CH3:35])[CH2:24][CH3:25])[CH3:22] |f:3.4|. Procedure: {4-[5-(5-Diethylaminomethyl-4-methyl-thiophen-2-yl)-[1,2,4]oxadiazol-3-yl]-benzenesulfonylamino}-acetic acid ethyl ester (98 mg) is obtained starting from [4-(N-hydroxycarbamimidoyl)-benzenesulfonylamino]-acetic acid ethyl ester (233 mg, 0.774 mmol) and 5-diethylaminomethyl-4-methyl-thiophene-2-carboxylic acid (160 mg, 0.704 mmol) according to Method A; LC-MS: tR=0.57 min; [M+1]+=493.17. This material (98 mg, 199 μmol) is dissolved in 2 N aq. LiOH (25 mL) and methanol (25 mL). The mixture is sti... Reaction SMILES: [CH3:25][OH:26].[Cl:20][CH2:21][CH:22]1[CH2:23][O:24]1.[Cl:27][CH2:28][Cl:29].[K+:19].[OH-:18].[OH:1][c:2]1[cH:3][cH:4][c:5](-[c:8]2[n:9][c:10]3[n:11]([cH:12][cH:13][cH:14][c:15]3[CH3:16])[cH:17]2)[cH:6][cH:7]1>>[O:1]([c:2]1[cH:3][cH:4][c:5](-[c:8]2[n:9][c:10]3[n:11]([cH:12][cH:13][cH:14][c:15]3[CH3:16])[cH:17]2)[cH:6][cH:7]1)[CH2:21][CH:22]1[CH2:23][O:24]1. Yields the product Cc1cccn2cc(-c3ccc(OCC4CO4)cc3)nc12. Starting materials: CO, ClCC1CO1, ClCCl, [K+], [OH-], Cc1cccn2cc(-c3ccc(O)cc3)nc12. Reactants: C1(CC1)C#CC1=C(C=CC=C1)C(C1CN(CCC1)S(=O)(=O)CC[Si](C)(C)C)OCCCOC (3-((2-(cyclopropylethynyl)phenyl)(3-methoxypropoxy)methyl)-1-(2-(trimethylsilyl)ethylsulfonyl)piperidine), [F-].C(C)[N+](CC)(CC)CC (tetraethylammonium fluoride). Solvent: C(C)#N (acetonitrile). Run at temperature 65 celsius. The product is COCCCOC(C1CNCCC1)C1=C(C=CC=C1)C#CC1CC1 (3-((3-methoxypropoxy)(2-(2-cyclopropylethynyl)phenyl)methyl)piperidine). Isolated yield 95.4%. RXN SMILES: [CH:1]1([C:4]#[C:5][C:6]2[CH:11]=[CH:10][CH:9]=[CH:8][C:7]=2[CH:12]([O:28][CH2:29][CH2:30][CH2:31][O:32][CH3:33])[CH:13]2[CH2:18][CH2:17][CH2:16][N:15](S(CC[Si](C)(C)C)(=O)=O)[CH2:14]2)[CH2:3][CH2:2]1.[F-].C([N+](CC)(CC)CC)C>C(#N)C>[CH3:33][O:32][CH2:31][CH2:30][CH2:29][O:28][CH:12]([C:7]1[CH:8]=[CH:9][CH:10]=[CH:11][C:6]=1[C:5]#[C:4][CH:1]1[CH2:2][CH2:3]1)[CH:13]1[CH2:18][CH2:17][CH2:16][NH:15][CH2:14]1 |f:1.2|. Reported procedure: A 50-mL round bottom flask was charged with 3-((2-(cyclopropylethynyl)phenyl)(3-methoxypropoxy)methyl)-1-(2-(trimethylsilyl)ethylsulfonyl)piperidine (63 mg, 0.128 mmol, 1.0 equiv), tetraethylammonium fluoride (63 mg, 0.422 mmol, 3.4 equiv) and acetonitrile (5 mL). The mixture was heated to 65° C. for 17 h. Analysis of the yellow reaction mixture by LC-MS showed consumption of the protected piperidine and formation of a new signal containing the mass of the desired product. The acetonitrile was r... Reactants: O (water), CC1N(CCC1)C1=CC=CC(=N1)NC=1C=2N(N=C(C1)C1=CC=C(C=C1)O)C=CN2 (4-(8-(6-(2-methylpyrrolidin-1-yl)pyridin-2-ylamino)imidazo[1,2-b]pyridazin-6-yl)phenol), C(=O)([O-])[O-].[K+].[K+] (K2CO3), CS(=O)(=O)OCCN1CCCCC1 (2-(piperidin-1-yl)ethyl methanesulfonate). Solvent: CN(C)C=O (DMF). Run at temperature 50 celsius. Product: CC1N(CCC1)C1=CC=CC(=N1)NC=1C=2N(N=C(C1)C1=CC=C(C=C1)OCCN1CCOCC1)C=CN2 (N-(6-(2-Methylpyrrolidin-1-yl)pyridin-2-yl)-6-(4-(2-morpholinoethoxy)phenyl)imidazo[1,2-b]pyridazin-8-amine). Isolated yield 80.1%. RXN SMILES: [CH3:1][CH:2]1[CH2:6][CH2:5][CH2:4][N:3]1[C:7]1[N:12]=[C:11]([NH:13][C:14]2[C:15]3[N:16]([CH:27]=[CH:28][N:29]=3)[N:17]=[C:18]([C:20]3[CH:25]=[CH:24][C:23]([OH:26])=[CH:22][CH:21]=3)[CH:19]=2)[CH:10]=[CH:9][CH:8]=1.C([O-])([O-])=O.[K+].[K+].CS([O:40][CH2:41][CH2:42][N:43]1[CH2:48][CH2:47]C[CH2:45][CH2:44]1)(=O)=O.O>CN(C=O)C>[CH3:1][CH:2]1[CH2:6][CH2:5][CH2:4][N:3]1[C:7]1[N:12]=[C:11]([NH:13][C:14]2[C:15]3[N:16]([CH:27]=[CH:28][N:29]=3)[N:17]=[C:18]([C:20]3[CH:25]=[CH:24][C:23]([O:26][CH2:45][CH2:44][N:43]4[CH2:42][CH2:41][O:40][CH2:47][CH2:48]4)=[CH:22][CH:21]=3)[CH:19]=2)[CH:10]=[CH:9][CH:8]=1 |f:1.2.3|. Procedure: To a mixture of 4-(8-(6-(2-methylpyrrolidin-1-yl)pyridin-2-ylamino)imidazo[1,2-b]pyridazin-6-yl)phenol (40 mg, 0.1 mmol) and K2CO3 (28 mg, 0.2 mmol) in DMF (5 mL) was added 2-(piperidin-1-yl)ethyl methanesulfonate (25 mg, 0.12 mmol). The mixture was heated at 50° C. for 16 h. After cooling, the mixture was poured into water and extracted with EtOAc (3×10 mL). The combined organic layers were washed with brine, dried over MgSO4, filtered and concentrated in vacuo. The residue was purified by chro...